From a dataset of the Open Reaction Database (ORD), a public repository of structured organic reaction records. describe an organic reaction: reactants, conditions, products, and yield Starting materials: C(C)(C)N(C(C)C)CC (N,N-diisopropylethylamine), C(=O)(O)CCCN([C@@H](C(C)C)C(=O)N[C@@H](C(C)C)C(=O)N(C)[C@H]([C@@H](CC(=O)N1[C@@H](CCC1)[C@@H]([C@H](C(=O)N[C@H](C(=O)OCC1=CC=CC=C1)[C@@H](C)C1=CC=CC=C1)C)OC)OC)[C@H](CC)C)C (N-(3-carboxypropyl)-N-methyl-L-valyl-N-[(3R,4S,5S)-1-{(2S)-2-[(1R,2R)-3-{[(2S,3S)-1-(benzyloxy)-1-oxo-3-phenylbutan-2-yl]amino}-1-methoxy-2-methyl-3-oxopropyl]pyrrolidin-1-yl}-3-methoxy-5-methyl-1-oxoheptan-4-yl]-N-methyl-L-valinamide), Cl.CN(CCCN=C=NCC)C (1-(3-dimethylaminopropyl)-3-ethylcarbodiimide hydrochloride), O.ON1N=NC2=C1C=CC=C2 (1-hydroxy-1H-benzotriazole hydrate), O=C1N(C(C=C1)=O)CCCCCC(=O)NN (6-(2,5-dioxo-2,5-dihydro-1H-pyrrol-1-yl)hexanehydrazide). Run in CN(C)C=O (DMF). Reaction conditions: time 8 hour. Yields the product O=C1N(C(C=C1)=O)CCCCCC(=O)NNC(CCCN([C@@H](C(C)C)C(=O)N[C@@H](C(C)C)C(=O)N(C)[C@H]([C@@H](CC(=O)N1[C@@H](CCC1)[C@@H]([C@H](C(=O)N[C@H](C(=O)OCC1=CC=CC=C1)[C@@H](C)C1=CC=CC=C1)C)OC)OC)[C@H](CC)C)C)=O (N-(4-{2-[6-(2,5-dioxo-2,5-dihydro-1H-pyrrol-1-yl)hexanoyl]hydrazinyl}-4-oxobutyl)-N-methyl-L-valyl-N-[(3R,4S,5S)-1-{(2S)-2-[(1R,2R)-3-{[(2S,3S)-1-(benzyloxy)-1-oxo-3-phenylbutan-2-yl]amino}-1-methoxy-2-methyl-3-oxopropyl]pyrrolidin-1-yl}-3-methoxy-5-methyl-1-oxoheptan-4-yl]-N-methyl-L-valinamide). Reaction SMILES: [C:1]([CH2:4][CH2:5][CH2:6][N:7]([CH3:66])[C@H:8]([C:12]([NH:14][C@H:15]([C:19]([N:21]([C@@H:23]([C@@H:62]([CH3:65])[CH2:63][CH3:64])[C@H:24]([O:60][CH3:61])[CH2:25][C:26]([N:28]1[CH2:32][CH2:31][CH2:30][C@H:29]1[C@H:33]([O:58][CH3:59])[C@@H:34]([CH3:57])[C:35]([NH:37][C@@H:38]([C@H:49]([C:51]1[CH:56]=[CH:55][CH:54]=[CH:53][CH:52]=1)[CH3:50])[C:39]([O:41][CH2:42][C:43]1[CH:48]=[CH:47][CH:46]=[CH:45][CH:44]=1)=[O:40])=[O:36])=[O:27])[CH3:22])=[O:20])[CH:16]([CH3:18])[CH3:17])=[O:13])[CH:9]([CH3:11])[CH3:10])(O)=[O:2].Cl.CN(C)CCCN=C=NCC.O.ON1C2C=CC=CC=2N=N1.C(N(CC)C(C)C)(C)C.[O:99]=[C:100]1[CH:104]=[CH:103][C:102](=[O:105])[N:101]1[CH2:106][CH2:107][CH2:108][CH2:109][CH2:110][C:111]([NH:113][NH2:114])=[O:112]>CN(C=O)C>[O:105]=[C:102]1[CH:103]=[CH:104][C:100](=[O:99])[N:101]1[CH2:106][CH2:107][CH2:108][CH2:109][CH2:110][C:111]([NH:113][NH:114][C:1](=[O:2])[CH2:4][CH2:5][CH2:6][N:7]([CH3:66])[C@H:8]([C:12]([NH:14][C@H:15]([C:19]([N:21]([C@@H:23]([C@@H:62]([CH3:65])[CH2:63][CH3:64])[C@H:24]([O:60][CH3:61])[CH2:25][C:26]([N:28]1[CH2:32][CH2:31][CH2:30][C@H:29]1[C@H:33]([O:58][CH3:59])[C@@H:34]([CH3:57])[C:35]([NH:37][C@@H:38]([C@H:49]([C:51]1[CH:56]=[CH:55][CH:54]=[CH:53][CH:52]=1)[CH3:50])[C:39]([O:41][CH2:42][C:43]1[CH:48]=[CH:47][CH:46]=[CH:45][CH:44]=1)=[O:40])=[O:36])=[O:27])[CH3:22])=[O:20])[CH:16]([CH3:17])[CH3:18])=[O:13])[CH:9]([CH3:10])[CH3:11])=[O:112] |f:1.2,3.4|. Procedure: 5.8 mg (6.3 μmol) of N-(3-carboxypropyl)-N-methyl-L-valyl-N-[(3R,4S,5S)-1-{(2S)-2-[(1R,2R)-3-{[(2S,3S)-1-(benzyloxy)-1-oxo-3-phenylbutan-2-yl]amino}-1-methoxy-2-methyl-3-oxopropyl]pyrrolidin-1-yl}-3-methoxy-5-methyl-1-oxoheptan-4-yl]-N-methyl-L-valinamide were dissolved in 943 μl of DMF and then admixed with 3.6 mg (19 μmol) of 1-(3-dimethylaminopropyl)-3-ethylcarbodiimide hydrochloride, 2.9 mg (19 μmol) of 1-hydroxy-1H-benzotriazole hydrate, 2.2 μl of N,N-diisopropylethylamine and with 6.6 mg (... Reactants: polyphosphoric acid, FC1=C(C(=O)O)C=CC=C1F (2,3-difluorobenzoic acid), NC1=CC=CC=C1 (aniline). Run at temperature 90 celsius, time 1 hour. Product: NC1=CC=C(C=C1)C(C1=C(C(=CC=C1)F)F)=O (4'-Amino-2,3-difluorobenzophenone). The yield is 9.9%. As a reaction SMILES: [F:1][C:2]1[C:10]([F:11])=[CH:9][CH:8]=[CH:7][C:3]=1[C:4]([OH:6])=O.[NH2:12][C:13]1[CH:18]=[CH:17][CH:16]=[CH:15][CH:14]=1>>[NH2:12][C:13]1[CH:18]=[CH:17][C:16]([C:4](=[O:6])[C:3]2[CH:7]=[CH:8][CH:9]=[C:10]([F:11])[C:2]=2[F:1])=[CH:15][CH:14]=1. Reported procedure: To stirred polyphosphoric acid (125 g) heated to 90° C. was added 2,3-difluorobenzoic acid (10.00 g, 63.3 mmol) followed by aniline (5.72 g, 61.7 mmol). The reaction mixture was heated at 180°-185° C. for 1 hour (solid dissolved at 135° C.), then the oil bath was removed and distilled water (35 mL) was cautiously added in small portions through the condenser. The oil bath was returned, and the reaction mixture heated at 135°-145° C. for 1 hour. The oil bath was again removed, 3N HCl (55 mL) was ... Starting materials: COc1ccc(C(=O)Cl)cc1, COC(=O)Cc1ccc2c(c1)OCO2, Cl[Sn](Cl)(Cl)Cl, ClCCl. Yields the product COC(=O)Cc1cc2c(cc1C(=O)c1ccc(OC)cc1)OCO2. Reaction SMILES: [C:20]([c:21]1[cH:22][cH:23][c:24]([O:27][CH3:28])[cH:25][cH:26]1)(=[O:29])[Cl:30].[CH2:1]1[O:2][c:3]2[cH:4][c:5]([CH2:10][C:11](=[O:12])[O:13][CH3:14])[cH:6][cH:7][c:8]2[O:9]1.[Cl:15][Sn:16]([Cl:17])([Cl:18])[Cl:19].[Cl:31][CH2:32][Cl:33]>>[CH2:1]1[O:2][c:3]2[cH:4][c:5]([CH2:10][C:11](=[O:12])[O:13][CH3:14])[c:6]([C:20]([c:21]3[cH:22][cH:23][c:24]([O:27][CH3:28])[cH:25][cH:26]3)=[O:29])[cH:7][c:8]2[O:9]1. Reactants: CCCC[N+](CCCC)(CCCC)CCCC.[F-] (TBAF), C1(=CC=CC=C1)S(=O)(=O)N1C2=C(C3=CC(=CC=C13)C1=CC=C(C=C1)CN1CCOCC1)C=C(C=N2)Cl (9-benzenesulfonyl-3-chloro-6-(4-(morpholin-4-yl)methylphenyl)-9H-pyrido[2,3-b]indole). Run in C1CCOC1 (THF), C1CCOC1 (THF). Yields the product ClC1=CC2=C(NC3=CC=C(C=C23)C2=CC=C(C=C2)CN2CCOCC2)N=C1 (3-chloro-6-(4-(morpholin-4-yl)methylphenyl)-9H-pyrido[2,3-b]indole). Isolated yield 61.0%. As a reaction SMILES: CCCC[N+](CCCC)(CCCC)CCCC.[F-].C1(S([N:28]2[C:36]3[C:31](=[CH:32][C:33]([C:37]4[CH:42]=[CH:41][C:40]([CH2:43][N:44]5[CH2:49][CH2:48][O:47][CH2:46][CH2:45]5)=[CH:39][CH:38]=4)=[CH:34][CH:35]=3)[C:30]3[CH:50]=[C:51]([Cl:54])[CH:52]=[N:53][C:29]2=3)(=O)=O)C=CC=CC=1>C1COCC1>[Cl:54][C:51]1[CH:52]=[N:53][C:29]2[NH:28][C:36]3[C:31]([C:30]=2[CH:50]=1)=[CH:32][C:33]([C:37]1[CH:38]=[CH:39][C:40]([CH2:43][N:44]2[CH2:45][CH2:46][O:47][CH2:48][CH2:49]2)=[CH:41][CH:42]=1)=[CH:34][CH:35]=3 |f:0.1|. Procedure: At Room Temperature and Under Inert Atmosphere, 1.0 M TBAF in THF (1.75 mL, 5 equiv.) was added a solution of 30 (181 mg, 0.35 mmol) in anhydrous THF (16 mL). The solution was refluxed for 4 h. The resulting mixture was then cautiously quenched at 0° C. with H2O. The mixture was extracted with EtOAc (3×20 mL). The resulting organic layers were dried over MgSO4, filtered, and solvents were removed under reduced pressure. The crude product was purified by flash chromatography (eluent: CH2Cl2/EtOAc... The reactants are CCN=C=NCCCN(C)C, CCOC(C)=O, CCCS(=O)(=O)Nc1ccc(F)c(C(=O)O)c1F, CN(C)C=O, On1nnc2ccccc21, Nc1cnc2[nH]ncc2c1. Product: CCCS(=O)(=O)Nc1ccc(F)c(C(=O)Nc2cnc3[nH]ncc3c2)c1F. Reaction SMILES: [CH3:29][CH2:30][N:31]=[C:32]=[N:33][CH2:34][CH2:35][CH2:36][N:37]([CH3:38])[CH3:39].[CH3:55][CH2:56][O:57][C:58](=[O:59])[CH3:60].[F:11][c:12]1[c:13]([C:14](=[O:15])[OH:16])[c:17]([F:28])[cH:18][cH:19][c:20]1[NH:21][S:22](=[O:23])(=[O:24])[CH2:25][CH2:26][CH3:27].[O:50]=[CH:51][N:52]([CH3:53])[CH3:54].[OH:40][n:41]1[c:42]2[c:43]([cH:44][cH:45][cH:46][cH:47]2)[n:48][n:49]1.[nH:1]1[n:2][cH:3][c:4]2[c:5]1[n:6][cH:7][c:8]([NH2:10])[cH:9]2>>[nH:1]1[n:2][cH:3][c:4]2[c:5]1[n:6][cH:7][c:8]([NH:10][C:14]([c:13]1[c:12]([F:11])[c:20]([NH:21][S:22](=[O:23])(=[O:24])[CH2:25][CH2:26][CH3:27])[cH:19][cH:18][c:17]1[F:28])=[O:15])[cH:9]2. Starting materials: CCOC1=NCc2c[nH]c3cccc1c23, CN(C)CCCN, CCO, Cl. Yields the product CN(C)CCCNC1=NCc2c[nH]c3cccc1c23, Cl. RXN SMILES: [CH2:1]([O:2][C:4]1=[N:5][CH2:6][c:7]2[c:8]3[c:9]([cH:10][cH:11][cH:12][c:13]31)[nH:14][cH:15]2)[CH3:3].[CH3:16][N:17]([CH2:18][CH2:19][CH2:20][NH2:21])[CH3:22].[CH3:24][CH2:25][OH:26].[ClH:23]>>[C:4]1([NH:21][CH2:20][CH2:19][CH2:18][N:17]([CH3:16])[CH3:22])=[N:5][CH2:6][c:7]2[c:8]3[c:9]([cH:10][cH:11][cH:12][c:13]31)[nH:14][cH:15]2.[ClH:23]. Reactants: C(#N)C=1C(=CC(=C(OCCOCCOCCOCCOC2=CC(=C(C#N)C=C2OCCOC)[N+](=O)[O-])C1)OCCOC)[N+](=O)[O-] (4-(2-(2-(2-(2-(5-cyano-2-(2-methoxyethoxy)-4-nitrophenoxy)ethoxy)ethoxy)ethoxy)ethoxy)-5-(2-methoxyethoxy)-2-nitrobenzonitrile). The reagents and catalysts are [Fe] (iron). The solvent is CC(=O)O (AcOH), CC(C)O (i-PrOH). The product is NC1=C(C#N)C=C(C(=C1)OCCOC)OCCOCCOCCOCCOC1=C(C=C(C(=C1)N)C#N)OCCOC (2-amino-5-(2-(2-(2-(2-(5-amino-4-cyano-2-(2-methoxyethoxy)phenoxy)ethoxy)ethoxy)ethoxy)ethoxy)-4-(2-methoxyethoxy)benzonitrile). Isolated yield 99.4%. Reaction SMILES: [C:1]([C:3]1[C:4]([N+:43]([O-])=O)=[CH:5][C:6]([O:38][CH2:39][CH2:40][O:41][CH3:42])=[C:7]([CH:37]=1)[O:8][CH2:9][CH2:10][O:11][CH2:12][CH2:13][O:14][CH2:15][CH2:16][O:17][CH2:18][CH2:19][O:20][C:21]1[C:28]([O:29][CH2:30][CH2:31][O:32][CH3:33])=[CH:27][C:24]([C:25]#[N:26])=[C:23]([N+:34]([O-])=O)[CH:22]=1)#[N:2]>CC(O)=O.CC(O)C.[Fe]>[NH2:43][C:4]1[CH:5]=[C:6]([O:38][CH2:39][CH2:40][O:41][CH3:42])[C:7]([O:8][CH2:9][CH2:10][O:11][CH2:12][CH2:13][O:14][CH2:15][CH2:16][O:17][CH2:18][CH2:19][O:20][C:21]2[CH:22]=[C:23]([NH2:34])[C:24]([C:25]#[N:26])=[CH:27][C:28]=2[O:29][CH2:30][CH2:31][O:32][CH3:33])=[CH:37][C:3]=1[C:1]#[N:2]. Reported procedure: To a solution of 4-(2-(2-(2-(2-(5-cyano-2-(2-methoxyethoxy)-4-nitrophenoxy)ethoxy)ethoxy)ethoxy)ethoxy)-5-(2-methoxyethoxy)-2-nitrobenzonitrile (0.2 g) in AcOH (10 mL) and i-PrOH (10 mL) was added iron powder (0.5 g). The resulting mixture was heated to reflux for 1 h. After reaction finished, the mixture was cooled to room temperature, filtered, the precipitate washed with EA (10 mL). The combined washings and filtrate were concentrated under reduced pressure and purification by silica chromato...